Dataset: the Open Reaction Database (ORD), a public repository of structured organic reaction records. Task: describe an organic reaction: reactants, conditions, products, and yield Reactants: C(C1=CC=CC=C1)OCN1C(NC(C(=C1)C)=O)=O (1-benzyloxymethyl-5-methyl-pyrimidine-2,4-dione), C(C1=CC=CC=C1)OC([C@@H](NC(=O)OC(C)(C)C)CCO)=O ((±)-N-(tert-butoxycarbonyl)homoserine benzyl ester), C(C=C)OC([C@@H](NC(=O)OC(C)(C)C)CCO)=O ((±)-N-(tert-butoxycarbonyl)homoserine allyl ester). Product: C1(C=2C(C(N1)=O)=CC=CC2)=O (phthalimide), C(C1=CC=CC=C1)OC(C(NC(=O)OC(C)(C)C)CCN1C(N(C(=C(C1=O)C)C)COCC1=CC=CC=C1)=O)=O ((±)-2-[2-(1-Benzyloxymethyl-5,6-dimethylpyrimidin-2,4-dione-3-yl)ethyl]-N-(tert-butoxycarbonyl)glycine Benzyl Ester). The yield is 69.0%. As a reaction SMILES: [CH2:1]([O:8][C:9](=[O:22])[C@H:10]([CH2:19][CH2:20]O)[NH:11][C:12]([O:14][C:15]([CH3:18])([CH3:17])[CH3:16])=[O:13])[C:2]1[CH:7]=[CH:6][CH:5]=[CH:4][CH:3]=1.[CH2:23](OC(=O)[C@H](CCO)[NH:29][C:30](OC(C)(C)C)=[O:31])C=C.[CH2:41]([O:48][CH2:49][N:50]1[CH:55]=[C:54]([CH3:56])[C:53](=[O:57])[NH:52][C:51]1=[O:58])[C:42]1[CH:47]=[CH:46][CH:45]=[CH:44][CH:43]=1>>[C:30]1(=[O:31])[NH:29][C:1](=[O:8])[C:2]2=[CH:3][CH:4]=[CH:5][CH:6]=[C:7]12.[CH2:1]([O:8][C:9](=[O:22])[CH:10]([CH2:19][CH2:20][N:52]1[C:53](=[O:57])[C:54]([CH3:56])=[C:55]([CH3:23])[N:50]([CH2:49][O:48][CH2:41][C:42]2[CH:47]=[CH:46][CH:45]=[CH:44][CH:43]=2)[C:51]1=[O:58])[NH:11][C:12]([O:14][C:15]([CH3:18])([CH3:17])[CH3:16])=[O:13])[C:2]1[CH:7]=[CH:6][CH:5]=[CH:4][CH:3]=1. Procedure: In a similar manner to that described in Example 1(1), a reaction was carried out using (±)-N-(tert-butoxycarbonyl)homoserine benzyl ester, instead of (±)-N-(tert-butoxycarbonyl)homoserine allyl ester, and using 1-benzyloxymethyl-5-methyl-pyrimidine-2,4-dione, instead of phthalimide, to afford the desired compound (yield 69%) as a pale yellow oil. Reactants: O=C([O-])[O-], BrCCOCc1ccccc1, CN(C)C=O, [K+], [K+], O=c1[nH]ccc2cc(OC3CCCNC3)ccc12. Yields the product O=c1[nH]ccc2cc(OC3CCCN(CCOCc4ccccc4)C3)ccc12. Reaction SMILES: [C:30](=[O:31])([O-:32])[O-:33].[CH2:1]([c:2]1[cH:3][cH:4][cH:5][cH:6][cH:7]1)[O:8][CH2:9][CH2:10][Br:11].[CH3:36][N:37]([CH3:38])[CH:39]=[O:40].[K+:34].[K+:35].[NH:12]1[CH2:13][CH:14]([O:18][c:19]2[cH:20][c:21]3[cH:22][cH:23][nH:24][c:25](=[O:29])[c:26]3[cH:27][cH:28]2)[CH2:15][CH2:16][CH2:17]1>>[CH2:1]([c:2]1[cH:3][cH:4][cH:5][cH:6][cH:7]1)[O:8][CH2:9][CH2:10][N:12]1[CH2:13][CH:14]([O:18][c:19]2[cH:20][c:21]3[cH:22][cH:23][nH:24][c:25](=[O:29])[c:26]3[cH:27][cH:28]2)[CH2:15][CH2:16][CH2:17]1. Starting materials: CN(C)C=O, [H-], CI, [Na+], O=c1c2[nH]cnc2nc2n1CCCC2. The product is Cn1cnc2nc3n(c(=O)c21)CCCC3. Reaction SMILES: [CH3:19][N:20]([CH3:21])[CH:22]=[O:23].[H-:15].[I:17][CH3:18].[Na+:16].[nH:1]1[cH:2][n:3][c:4]2[n:5][c:6]3[n:7]([c:8](=[O:10])[c:9]12)[CH2:11][CH2:12][CH2:13][CH2:14]3>>[n:1]1([CH3:18])[cH:2][n:3][c:4]2[n:5][c:6]3[n:7]([c:8](=[O:10])[c:9]12)[CH2:11][CH2:12][CH2:13][CH2:14]3. Reactants: C1(CCC1)COCCC1=CC=C(OCC2CO2)C=C1 (1-[4-(2-cyclobutylmethoxyethyl)phenoxy]-2,3-epoxypropane), NCCOC=1C=C(C=CC1)C=1C=CC(NN1)=O (6-[3-(2-aminoethoxy)phenyl]-3(2H)-pyridazinone). The product is C1(CCC1)COCCC1=CC=C(OCC(CNCCOC=2C=C(C=CC2)C=2C=CC(NN2)=O)O)C=C1 (6-[3-[2-[3-(4-(2-Cyclobutylmethoxyethyl)phenoxy)-2-hydroxypropylamino]ethoxy]phenyl]-3(2H)-pyridazinone). Reaction SMILES: [CH:1]1([CH2:5][O:6][CH2:7][CH2:8][C:9]2[CH:19]=[CH:18][C:12]([O:13][CH2:14][CH:15]3[O:17][CH2:16]3)=[CH:11][CH:10]=2)[CH2:4][CH2:3][CH2:2]1.[NH2:20][CH2:21][CH2:22][O:23][C:24]1[CH:25]=[C:26]([C:30]2[CH:31]=[CH:32][C:33](=[O:36])[NH:34][N:35]=2)[CH:27]=[CH:28][CH:29]=1>>[CH:1]1([CH2:5][O:6][CH2:7][CH2:8][C:9]2[CH:19]=[CH:18][C:12]([O:13][CH2:14][CH:15]([OH:17])[CH2:16][NH:20][CH2:21][CH2:22][O:23][C:24]3[CH:25]=[C:26]([C:30]4[CH:31]=[CH:32][C:33](=[O:36])[NH:34][N:35]=4)[CH:27]=[CH:28][CH:29]=3)=[CH:11][CH:10]=2)[CH2:4][CH2:3][CH2:2]1. Procedure: Prepared analogously to Example 1 from 1-[4-(2-cyclobutylmethoxyethyl)phenoxy]-2,3-epoxypropane and 6-[3-(2-aminoethoxy)phenyl]-3(2H)-pyridazinone. Reactants: ClCCCl, CN(C)c1ccncc1, CC(C)(C)OC(=O)NCC(C(=O)Nc1ccc2cnccc2c1)c1ccc(CO)cc1, O=C(O)C1CCCCC1, c1ccncc1. The product is CC(C)(C)OC(=O)NCC(C(=O)Nc1ccc2cnccc2c1)c1ccc(COC(=O)C2CCCCC2)cc1. RXN SMILES: [CH2:32]([Cl:33])[CH2:34][Cl:35].[CH3:51][N:52]([c:53]1[cH:54][cH:55][n:56][cH:57][cH:58]1)[CH3:59].[OH:1][CH2:2][c:3]1[cH:4][cH:5][c:6]([CH:9]([CH2:10][NH:11][C:12]([O:13][C:14]([CH3:15])([CH3:16])[CH3:17])=[O:18])[C:19](=[O:20])[NH:21][c:22]2[cH:23][c:24]3[cH:25][cH:26][n:27][cH:28][c:29]3[cH:30][cH:31]2)[cH:7][cH:8]1.[OH:36][C:37](=[O:38])[CH:39]1[CH2:40][CH2:41][CH2:42][CH2:43][CH2:44]1.[cH:45]1[cH:46][cH:47][n:48][cH:49][cH:50]1>>[O:1]([CH2:2][c:3]1[cH:4][cH:5][c:6]([CH:9]([CH2:10][NH:11][C:12]([O:13][C:14]([CH3:15])([CH3:16])[CH3:17])=[O:18])[C:19](=[O:20])[NH:21][c:22]2[cH:23][c:24]3[cH:25][cH:26][n:27][cH:28][c:29]3[cH:30][cH:31]2)[cH:7][cH:8]1)[C:37](=[O:36])[CH:39]1[CH2:40][CH2:41][CH2:42][CH2:43][CH2:44]1. Starting materials: OC=1CC(OC(C1)=O)(C1=CC=CC=C1)CCCCC(=O)O (5-[4-hydroxy-6-oxo-2-phenyl-3,6-dihydro-2H-pyran-2-yl]pentanoic acid), C1CC(=O)N(C1=O)Br (NBS). Yields the product BrC1=C(CC(OC1=O)(C1=CC=CC=C1)CCCCC(=O)O)O (5-[5-Bromo-4-hydroxy-6-oxo-2-phenyl-3,6-dihydro-2H-pyran-2-yl]pentanoic acid). As a reaction SMILES: [OH:1][C:2]1[CH2:3][C:4]([CH2:15][CH2:16][CH2:17][CH2:18][C:19]([OH:21])=[O:20])([C:9]2[CH:14]=[CH:13][CH:12]=[CH:11][CH:10]=2)[O:5][C:6](=[O:8])[CH:7]=1.C1C(=O)N([Br:29])C(=O)C1>>[Br:29][C:7]1[C:6](=[O:8])[O:5][C:4]([CH2:15][CH2:16][CH2:17][CH2:18][C:19]([OH:21])=[O:20])([C:9]2[CH:14]=[CH:13][CH:12]=[CH:11][CH:10]=2)[CH2:3][C:2]=1[OH:1]. Procedure: The title compound was prepared as described in General Method 3 using 1.4 mmol of 5-[4-hydroxy-6-oxo-2-phenyl-3,6-dihydro-2H-pyran-2-yl]pentanoic acid (prepared in Example J1) and 1.4 mmol of NBS. 1H NMR (DMSO-d6) δ 0.94 (m, 1 H), 1.22-1.40 (m, 3 H), 1.92 (m, 2 H), 2.13 (t, 2 H), 3.28 (q, 2 H), 7.16-7.52 (m, 5 H). Conditions: time 18 hour. The product is FC=1C=CC2=C(SC(=C2)C(=O)OCC)C1 (ethyl 6-fluorobenzo[b]thiophene-2-carboxylate). The reactants are FC1=C(C=O)C=CC(=C1)F (2,4-difluorobenzaldehyde), C([O-])([O-])=O.[K+].[K+] (potassium carbonate), C(CS)(=O)OCC (ethyl thioglycolate). Solvent: O (water), CN(C)C=O (DMF). Procedure: To a mixture of 2,4-difluorobenzaldehyde (50.17 g) and potassium carbonate (63.4 g) in DMF (500 ml) was added ethyl thioglycolate (38.7 ml) dropwise at 0° C. The mixture was stirred at room temperature for 18 hours, diluted with water, and extracted with ethyl acetate. The extract was washed with 10% aqueous citric acid, water, and brine, dried over MgSO4, and concentrated. The residue was chromatographed on silica gel using hexane-ethyl acetate (20:1) as an eluent to give the titled compound as... As a reaction SMILES: F[C:2]1[CH:9]=[C:8]([F:10])[CH:7]=[CH:6][C:3]=1[CH:4]=O.C(=O)([O-])[O-].[K+].[K+].[C:17]([O:21][CH2:22][CH3:23])(=[O:20])[CH2:18][SH:19]>CN(C=O)C.O>[F:10][C:8]1[CH:7]=[CH:6][C:3]2[CH:4]=[C:18]([C:17]([O:21][CH2:22][CH3:23])=[O:20])[S:19][C:2]=2[CH:9]=1 |f:1.2.3|. Reactants: CN(C)c1ccccc1, ClCCl, O=C(Cl)c1ccc(F)cc1F, Nc1cnc2sc3c(c2c1-c1ccccc1Cl)CCC3. Product: O=C(Nc1cnc2sc3c(c2c1-c1ccccc1Cl)CCC3)c1ccc(F)cc1F. RXN SMILES: [CH3:21][N:22]([c:23]1[cH:24][cH:25][cH:26][cH:27][cH:28]1)[CH3:29].[Cl:41][CH2:42][Cl:43].[F:30][c:31]1[c:32]([C:33](=[O:34])[Cl:35])[cH:36][cH:37][c:38]([F:40])[cH:39]1.[NH2:1][c:2]1[c:3](-[c:14]2[c:15]([Cl:20])[cH:16][cH:17][cH:18][cH:19]2)[c:4]2[c:5]([n:6][cH:7]1)[s:8][c:9]1[c:10]2[CH2:11][CH2:12][CH2:13]1>>[NH:1]([c:2]1[c:3](-[c:14]2[c:15]([Cl:20])[cH:16][cH:17][cH:18][cH:19]2)[c:4]2[c:5]([n:6][cH:7]1)[s:8][c:9]1[c:10]2[CH2:11][CH2:12][CH2:13]1)[C:33]([c:32]1[c:31]([F:30])[cH:39][c:38]([F:40])[cH:37][cH:36]1)=[O:34].